Dataset: the Open Reaction Database (ORD), a public repository of structured organic reaction records. Task: describe an organic reaction: reactants, conditions, products, and yield The reactants are C(C1=CC=CC=C1)OC=1C=C(C=CC1)C(C(C)(C)O)S(=O)(=O)N (1-(3-benzyloxyphenyl)-2-hydroxy-2-methylpropane-1-sulfonamide), C[Si](C)(C)[N-][Si](C)(C)C.[Na+] (sodium bis(trimethylsilyl)amide), BrN1C(CCC1=O)=O (N-bromosuccinimide), C1(CCCCC1)N=C=S (cyclohexyl isothiocyanate), solution, C[Si](C)(C)[N-][Si](C)(C)C.[Na+] (sodium bis(trimethylsilyl)amide), C1(CCCCC1)N=C=S (cyclohexyl isothiocyanate), solution. Solvent: C1CCOC1 (THF), O (water), C1CCOC1 (THF), CN1CCCC1=O (NMP). Conditions: time 45 minute. Yields the product C(C1=CC=CC=C1)OC=1C=C(C=CC1)C1S(N=C(OC1(C)C)NC1CCCCC1)(=O)=O ([5-(3-Benzyloxyphenyl)-6,6-dimethyl-4,4-dioxo-5,6-dihydro-4H-4lambda6-[1,4,3]oxathiazin-2-yl]cyclohexylamine). RXN SMILES: [CH2:1]([O:8][C:9]1[CH:10]=[C:11]([CH:15]([S:20]([NH2:23])(=[O:22])=[O:21])[C:16]([OH:19])([CH3:18])[CH3:17])[CH:12]=[CH:13][CH:14]=1)[C:2]1[CH:7]=[CH:6][CH:5]=[CH:4][CH:3]=1.[CH:24]1([N:30]=[C:31]=S)[CH2:29][CH2:28][CH2:27][CH2:26][CH2:25]1.C[Si]([N-][Si](C)(C)C)(C)C.[Na+].BrN1C(=O)CCC1=O>CN1C(=O)CCC1.C1COCC1.O>[CH2:1]([O:8][C:9]1[CH:10]=[C:11]([CH:15]2[C:16]([CH3:18])([CH3:17])[O:19][C:31]([NH:30][CH:24]3[CH2:29][CH2:28][CH2:27][CH2:26][CH2:25]3)=[N:23][S:20]2(=[O:22])=[O:21])[CH:12]=[CH:13][CH:14]=1)[C:2]1[CH:3]=[CH:4][CH:5]=[CH:6][CH:7]=1 |f:2.3|. Procedure details: At room temperature, a solution of 1.00 g of 1-(3-benzyloxyphenyl)-2-hydroxy-2-methylpropane-1-sulfonamide and 0.45 ml of cyclohexyl isothiocyanate in 6.5 ml of NMP was admixed with 1.49 ml of a 2 N solution of sodium bis(trimethylsilyl)amide in THF. After stirring for 45 minutes, the conversion was checked by means of LCMS. Since the reaction was still incomplete, an additional 0.22 ml cyclohexyl isothiocyanate and 0.74 ml of a 2 N solution of sodium bis(trimethylsilyl)amide in THF were added. ... Reactants: CC(C)NC(=O)c1cccnc1N, ClCCCl, O, O=P(Cl)(Cl)Cl, O=S(=O)=O. The product is CC(C)N1C(=O)c2cccnc2NS1(=O)=O. As a reaction SMILES: [CH:9]([CH3:10])([CH3:11])[NH:12][C:13](=[O:14])[c:15]1[c:16]([NH2:21])[n:17][cH:18][cH:19][cH:20]1.[Cl:5][CH2:6][CH2:7][Cl:8].[OH2:27].[P:22]([Cl:23])([Cl:24])([Cl:25])=[O:26].[S:1](=[O:2])(=[O:3])=[O:4]>>[S:1]1(=[O:2])(=[O:4])[N:12]([CH:9]([CH3:10])[CH3:11])[C:13](=[O:14])[c:15]2[c:16]([n:17][cH:18][cH:19][cH:20]2)[NH:21]1. Starting materials: COC(C1=C(C(=C(C=C1)Br)O)[N+](=O)[O-])=O (4-bromo-3-hydroxy-2-nitro-benzoic acid methyl ester), S(=O)([O-])S(=O)[O-].[Na+].[Na+] (sodium dithionite). The solvent is C(C)(=O)OCC (ethyl acetate), Cl (hydrochloric acid), O1CCCC1 (tetrahydrofuran), O (water). Reaction conditions: temperature 60 celsius, time 2 hour. The product is COC(C1=C(C(=C(C=C1)Br)O)N)=O (2-amino-4-bromo-3-hydroxy-benzoic acid methyl ester). Isolated yield 88.2%. As a reaction SMILES: [CH3:1][O:2][C:3](=[O:15])[C:4]1[CH:9]=[CH:8][C:7]([Br:10])=[C:6]([OH:11])[C:5]=1[N+:12]([O-])=O.S(S([O-])=O)([O-])=O.[Na+].[Na+]>O1CCCC1.O.C(OCC)(=O)C.Cl>[CH3:1][O:2][C:3](=[O:15])[C:4]1[CH:9]=[CH:8][C:7]([Br:10])=[C:6]([OH:11])[C:5]=1[NH2:12] |f:1.2.3|. Procedure details: To a solution of 4-bromo-3-hydroxy-2-nitro-benzoic acid methyl ester (Example 6.2) (3.13 g) in tetrahydrofuran (40 ml) was added a solution of sodium dithionite (10.23 g) in water (40 ml). The reaction mixture was stirred at 60° C. for 2 hours. Then the reaction was diluted with ethyl acetate (80 ml) and aqueous hydrochloric acid (1M) (30 ml) and the mixture vigorously shaken. The phases were separated and the aqueous phase was extracted with ethyl acetate (60 ml). The combined organic extracts ... Reactants: CCN1CC=C(c2cccc(O)c2F)CC1, CO, Cl. Product: CCN1CCC(c2cccc(O)c2F)CC1. Reaction SMILES: [CH2:1]([CH3:2])[N:3]1[CH2:4][CH2:5][C:6]([c:9]2[c:10]([F:16])[c:11]([OH:15])[cH:12][cH:13][cH:14]2)=[CH:7][CH2:8]1.[CH3:18][OH:19].[ClH:17]>>[CH2:1]([CH3:2])[N:3]1[CH2:4][CH2:5][CH:6]([c:9]2[c:10]([F:16])[c:11]([OH:15])[cH:12][cH:13][cH:14]2)[CH2:7][CH2:8]1. Procedure details: A solution of 18.5 g. of the reaction product of part D in 200 ml. of toluene is cooled to -78° C. under a nitrogen atmosphere. Dropwise treatment over 30 min. with 155 ml. of a 0.56 molar solution of diisobutylaluminum hydride and toluene is followed by stirring at -78° C. for an additional 30 min. The resulting mixture is then treated with 45 ml. of water and 70 ml. of tetrahydrofuran, added dropwise. The reaction mixture is then diluted with an additional 300 ml. of toluene and allowed to war... The product is 3α,5α-dihydroxy-2β-(3α-hydroxy-4-phenyl-trans-1-butenyl)-1α-cyclopentaneacid acetaldehyde γ-lactol, O1C(CCCC1)O.CCOCC (tetrahydropyranol ether). Reaction SMILES: [H-].C([Al+]C[CH:8]([CH3:10])[CH3:9])C(C)C.[OH2:11].[O:12]1[CH2:16][CH2:15][CH2:14][CH2:13]1>C1(C)C=CC=CC=1>[O:11]1[CH2:9][CH2:8][CH2:10][CH2:15][CH:16]1[OH:12].[CH3:14][CH2:13][O:12][CH2:16][CH3:15] |f:0.1,5.6|. The solvent is C1(=CC=CC=C1)C (toluene), C1(=CC=CC=C1)C (toluene), C1(=CC=CC=C1)C (toluene). Starting materials: O1CCCC1 (tetrahydrofuran), O (water), solution, [H-].C(C(C)C)[Al+]CC(C)C (diisobutylaluminum hydride). Run at temperature -78 celsius, time 30 minute. Yields the product Cc1ccc(N(C)S(=O)(=O)c2cccs2)c2[nH]c(C3=NCC(CC(=O)O)S3)cc12. RXN SMILES: [CH3:1][c:2]1[c:3]2[cH:4][c:5]([C:21]3=[N:25][CH2:24][CH:23]([CH2:26][C:27](=[O:28])[O:29][CH2:30][CH3:31])[S:22]3)[nH:6][c:7]2[c:8]([N:11]([S:12](=[O:13])(=[O:14])[c:15]2[s:16][cH:17][cH:18][cH:19]2)[CH3:20])[cH:9][cH:10]1.[K+:33].[O:47]1[CH2:48][CH2:49][CH2:50][CH2:51]1.[OH-:32].[OH:34][C:35]([CH2:36][C:37]([C:38](=[O:39])[OH:40])([CH2:41][C:42](=[O:43])[OH:44])[OH:45])=[O:46]>>[CH3:1][c:2]1[c:3]2[cH:4][c:5]([C:21]3=[N:25][CH2:24][CH:23]([CH2:26][C:27](=[O:28])[OH:29])[S:22]3)[nH:6][c:7]2[c:8]([N:11]([S:12](=[O:13])(=[O:14])[c:15]2[s:16][cH:17][cH:18][cH:19]2)[CH3:20])[cH:9][cH:10]1. Reactants: CCOC(=O)CC1CN=C(c2cc3c(C)ccc(N(C)S(=O)(=O)c4cccs4)c3[nH]2)S1, [K+], C1CCOC1, [OH-], O=C(O)CC(O)(CC(=O)O)C(=O)O. The reactants are ClC1=C(C=C2C(=C(C=NC2=C1)C(=O)OCC)O)F (7-chloro-3-ethoxycarbonyl-6-fluoro-4-hydroxyquinoline), C([O-])([O-])=O.[K+].[K+] (potassium carbonate), C(C1=CC=CC=C1)Cl (benzyl chloride). The solvent is CN(C)C=O (DMF). The product is C(C1=CC=CC=C1)N1CC(=CC2=CC(=C(C=C12)Cl)F)C(=O)OCC (1-benzyl-7-chloro-3-ethoxycarbonyl-6-fluoroquinoline). Yield: 81.0%. Reaction SMILES: [Cl:1][C:2]1[CH:11]=[C:10]2[C:5]([C:6](O)=[C:7]([C:12]([O:14][CH2:15][CH3:16])=[O:13])[CH:8]=[N:9]2)=[CH:4][C:3]=1[F:18].C(=O)([O-])[O-].[K+].[K+].[CH2:25](Cl)[C:26]1[CH:31]=[CH:30][CH:29]=[CH:28][CH:27]=1>CN(C=O)C>[CH2:25]([N:9]1[C:10]2[C:5](=[CH:4][C:3]([F:18])=[C:2]([Cl:1])[CH:11]=2)[CH:6]=[C:7]([C:12]([O:14][CH2:15][CH3:16])=[O:13])[CH2:8]1)[C:26]1[CH:31]=[CH:30][CH:29]=[CH:28][CH:27]=1 |f:1.2.3|. Reported procedure: 16.2 g of 7-chloro-3-ethoxycarbonyl-6-fluoro-4-hydroxyquinoline, 16.8 g of potassium carbonate and 150 cm3 of DMF were heated for one hour, whilst stirring, in a round-bottomed flask equipped with a reflux condenser. 27.5 cm3 of benzyl chloride were added and the heating and stirring were maintained until the pH of the medium was neutral, which required about 2 hours. The major part of the solvent was removed by distillation in vacuo (15 mm Hg) at 100° C. The residue was taken up in 300 cm3 of w...